Dataset: the Open Reaction Database (ORD), a public repository of structured organic reaction records. Task: describe an organic reaction: reactants, conditions, products, and yield Reactants: C(CC)N (n-propylamine), ICCCOC1=C(C=C(C=C1)C1=CC=C(C=C1)C(=O)OCC)C1=CC=2C(CCC(C2C=C1)(C)C)(C)C (ethyl 4′-(3-iodopropoxy)-3′-(5,5,8,8-tetramethyl-5,6,7,8-tetrahydronaphth-2-yl)biphenyl-4-carboxylate). Solvent: C(C)O (ethanol). The product is C(CC)NCCCOC1=C(C=C(C=C1)C1=CC=C(C=C1)C(=O)OCC)C1=CC=2C(CCC(C2C=C1)(C)C)(C)C (ethyl 4′-(3-propylaminopropoxy)-3′-(5,5,8,8-tetramethyl-5,6,7,8-tetrahydronaphth-2-yl)biphenyl-4-carboxylate), solid. The yield is 56.0%. Reaction SMILES: [CH2:1]([NH2:4])[CH2:2][CH3:3].I[CH2:6][CH2:7][CH2:8][O:9][C:10]1[CH:15]=[CH:14][C:13]([C:16]2[CH:21]=[CH:20][C:19]([C:22]([O:24][CH2:25][CH3:26])=[O:23])=[CH:18][CH:17]=2)=[CH:12][C:11]=1[C:27]1[CH:36]=[CH:35][C:34]2[C:33]([CH3:38])([CH3:37])[CH2:32][CH2:31][C:30]([CH3:40])([CH3:39])[C:29]=2[CH:28]=1>C(O)C>[CH2:1]([NH:4][CH2:6][CH2:7][CH2:8][O:9][C:10]1[CH:15]=[CH:14][C:13]([C:16]2[CH:17]=[CH:18][C:19]([C:22]([O:24][CH2:25][CH3:26])=[O:23])=[CH:20][CH:21]=2)=[CH:12][C:11]=1[C:27]1[CH:36]=[CH:35][C:34]2[C:33]([CH3:38])([CH3:37])[CH2:32][CH2:31][C:30]([CH3:40])([CH3:39])[C:29]=2[CH:28]=1)[CH2:2][CH3:3]. Procedure details: In a manner similar to that of Example 1c, by reaction of 1.3 ml (15.8 mmol) of n-propylamine and 960 mg (1.6 mmol) of ethyl 4′-(3-iodopropoxy)-3′-(5,5,8,8-tetramethyl-5,6,7,8-tetrahydronaphth-2-yl)biphenyl-4-carboxylate (obtained in Example 1b) in 50 ml of ethanol. 790 mg of ethyl 4′-(3-propylaminopropoxy)-3′-(5,5,8,8-tetramethyl-5,6,7,8-tetrahydronaphth-2-yl)biphenyl-4-carboxylate are obtained in the form of a white solid (m.p.=120° C., yield=56%). Starting materials: FC1=NC(=C2NC(=NC2=N1)CC1=CC(=C(C=C1)OC)OC)N (2-Fluoro-8-(3,4-dimethoxy-benzyl)adenine), C1CC(=O)N(C1=O)Cl (NCS). The solvent is CN(C)C=O (DMF). Product: FC1=NC(=C2NC(=NC2=N1)CC1=C(C=C(C(=C1)OC)OC)Cl)N (2-Fluoro-8-(2-chloro-4,5-dimethoxy-benzyl)adenine). RXN SMILES: [F:1][C:2]1[N:10]=[C:9]2[C:5]([NH:6][C:7]([CH2:11][C:12]3[CH:17]=[CH:16][C:15]([O:18][CH3:19])=[C:14]([O:20][CH3:21])[CH:13]=3)=[N:8]2)=[C:4]([NH2:22])[N:3]=1.C1C(=O)N([Cl:30])C(=O)C1>CN(C=O)C>[F:1][C:2]1[N:10]=[C:9]2[C:5]([NH:6][C:7]([CH2:11][C:12]3[CH:13]=[C:14]([O:20][CH3:21])[C:15]([O:18][CH3:19])=[CH:16][C:17]=3[Cl:30])=[N:8]2)=[C:4]([NH2:22])[N:3]=1. Procedure details: A solution of 2-Fluoro-8-(3,4-dimethoxy-benzyl)adenine (40 mg, 0.132 mmol), NCS (77.8 mg, 0.58 mmol) in anhydrous DMF (0.7 mL) was stirred at room temperature for 5.5 h. Following solvent removal, the product (22 mg, 49.4%) was collected through silica gel column purification (CHCl3:EtOAc at 8:2 to 4:6). MS m/z 338.0 (M+H)+.